From a dataset of the Open Reaction Database (ORD), a public repository of structured organic reaction records. describe an organic reaction: reactants, conditions, products, and yield The reactants are S(=O)(=O)(OC)OC (dimethyl sulfate), S(=O)(=O)(OC)OC (Dimethyl sulfate), OCC1=CC(=CC(=C1O)CO)C (2,6-bis(hydroxymethyl)-p-cresol), [OH-].[Na+] (NaOH), S(=O)(=O)(OC)OC (dimethyl sulfate), product. The solvent is O (water). Conditions: time 8 hour. Yields the product OCC1=C(C(=CC(=C1)C)CO)OC (2,6-bis-hydroxymethyl-4-methyl-1-methoxybenzene). RXN SMILES: [OH:1][CH2:2][C:3]1[C:8]([OH:9])=[C:7]([CH2:10][OH:11])[CH:6]=[C:5]([CH3:12])[CH:4]=1.[OH-].[Na+].S(OC)(O[CH3:19])(=O)=O>O>[OH:1][CH2:2][C:3]1[CH:4]=[C:5]([CH3:12])[CH:6]=[C:7]([CH2:10][OH:11])[C:8]=1[O:9][CH3:19] |f:1.2|. Procedure details: To a solution of 2,6-bis(hydroxymethyl)-p-cresol (1) (250 g, 1.48 mol), NaOH pellet (90 g, 2.25 mol) in water (2 L), dimethyl sulfate (105 g, 0.84 mol) was added slowly while stirring. The temperature of the reaction mixture was maintained below 40° C. during dimethyl sulfate addition. Copious white precipitate formed upon standing overnight, the white product (150 g) was collected by filtration as the first crop. Dimethyl sulfate (31 g, 0.25 mol) was added to the mother liquor, and the mixture ... Starting materials: N1CCCC1 (pyrrolidine), C(=O)(Cl)Cl (phosgene), C(C1=CC=CC=C1)N1CC(CC1)OC1=CC(=CC=C1)C (1-benzyl-3-(3-methylphenoxy)pyrrolidine). Run in C(Cl)Cl (methylene chloride), C(Cl)Cl (methylene chloride). Reaction conditions: time 8 hour. Yields the product CC=1C=C(OC2CN(CC2)C(=O)Cl)C=CC1 (3-(3-Methylphenoxy)-1-pyrrolidinecarbonyl Chloride). Yield: 68.3%. RXN SMILES: [C:1]([Cl:4])(Cl)=[O:2].C([N:12]1[CH2:16][CH2:15][CH:14]([O:17][C:18]2[CH:23]=[CH:22][CH:21]=[C:20]([CH3:24])[CH:19]=2)[CH2:13]1)C1C=CC=CC=1.N1CCCC1>C(Cl)Cl>[CH3:24][C:20]1[CH:19]=[C:18]([CH:23]=[CH:22][CH:21]=1)[O:17][CH:14]1[CH2:15][CH2:16][N:12]([C:1]([Cl:4])=[O:2])[CH2:13]1. Procedure: To a stirred solution of 9.5 g (0.097 mole) of phosgene in 100 ml of methylene chloride under nitrogen gas was added dropwise 23.84 g (0.088 mole) of 1-benzyl-3-(3-methylphenoxy)pyrrolidine in 50 ml of methylene chloride. When the addition was complete, thin-layer chromatography showed no starting pyrrolidine remained. The reaction mixture was stirred overnight and concentrated in vacuo to give an oil. The oil was triturated with 30/60 petroleum ether to remove benzyl chloride. A white solid, 14... Reactants: C(C)OC(=O)C1CCN(CC1)CCOC (1-(2-Methoxyethyl)-piperidine-4-carboxylic acid ethyl ester), N1CCC(C(=O)OCC)CC1 (ethyl isonipecotate), C([O-])([O-])=O.[K+].[K+] (potassium carbonate), COCCBr (2-bromoethyl methyl ether). The solvent is C(C)O (ethanol). Conditions: time 24 hour. Product: COCCN1CCC(CC1)C=O (1-(2-Methoxy-ethyl)-piperidine-4-carbaldehyde). The yield is 92.0%. As a reaction SMILES: C([O:3][C:4]([CH:6]1[CH2:11][CH2:10][N:9]([CH2:12][CH2:13][O:14][CH3:15])[CH2:8][CH2:7]1)=O)C.N1CCC(C(OCC)=O)CC1.C(=O)([O-])[O-].[K+].[K+].COCCBr>C(O)C>[CH3:15][O:14][CH2:13][CH2:12][N:9]1[CH2:10][CH2:11][CH:6]([CH:4]=[O:3])[CH2:7][CH2:8]1 |f:2.3.4|. Procedure: 1-(2-Methoxyethyl)-piperidine-4-carboxylic acid ethyl ester A solution of ethyl isonipecotate (26 g, 166 mmol) in ethanol (150 ml) was treated with potassium carbonate (41 g, 297 mmol) and 2-bromoethyl methyl ether (25 g, 179 mmol). The reaction mixture was heated to reflex for 24 hours, cooled and then filtered. The filtrate was concentrated in vacuo to yield the title compound (32.76 g, 92%); MS(ES+) m/e 216 [M+H]+. Step 2. 1-(2-Methoxyethyl)-piperidine-4-carbaldehyde Diisobutylaluminium hydri... Starting materials: O (water), FC(C(C(=O)O)(C)O)(F)F (3,3,3-trifluoro-2-hydroxy-2-methylpropanoic acid), NC1=CC=C(C=C1)C(C1=C(C=CC(=C1)F)F)=O (4'-Amino-2,5-difluorobenzophenone), S(=O)(Cl)Cl (thionyl chloride). Run in CN(C(C)=O)C (N,N-dimethylacetamide). Run at time 1 hour. Product: FC1=C(C=C(C=C1)F)C(=O)C1=CC=C(C=C1)NC(C(C(F)(F)F)(C)O)=O (N-[4-(2,5-Difluorophenylcarbonyl)phenyl]-3,3,3-trifluoro-2-hydroxy-2-methylpropanamide). Isolated yield 64.2%. As a reaction SMILES: [F:1][C:2]([F:10])([F:9])[C:3]([OH:8])([CH3:7])[C:4](O)=[O:5].S(Cl)(Cl)=O.[NH2:15][C:16]1[CH:21]=[CH:20][C:19]([C:22](=[O:31])[C:23]2[CH:28]=[C:27]([F:29])[CH:26]=[CH:25][C:24]=2[F:30])=[CH:18][CH:17]=1.O>CN(C)C(=O)C>[F:30][C:24]1[CH:25]=[CH:26][C:27]([F:29])=[CH:28][C:23]=1[C:22]([C:19]1[CH:20]=[CH:21][C:16]([NH:15][C:4](=[O:5])[C:3]([OH:8])([CH3:7])[C:2]([F:10])([F:9])[F:1])=[CH:17][CH:18]=1)=[O:31]. Procedure: To a stirred, cooled (-20° C.) solution of 3,3,3-trifluoro-2-hydroxy-2-methylpropanoic acid (0.95 g, 6.0 mmol) in N,N-dimethylacetamide (15 mL) was added thionyl chloride (0.72 g, 6.0 mmol) and the mixture stirred at -10° to -15° C. for 1 hour. 4'-Amino-2,5-difluorobenzophenone (1.00 g, 4.3 mmol) was added in one portion and the reaction mixture stirred at room temperature overnight. The mixture was poured into water and the aqueous solution filtered to yield a brown solid. Recrystallization fro... Procedure details: In accordance with the method described in Synth. Commun., 10,905 (1980), bis(tert-butyl)chromate was synthesized by reaction of chromium trioxide with tert-butanol. Yields the product C(C)(C)(C)O[Cr](=O)(=O)OC(C)(C)C (bis(tert-butyl)chromate). As a reaction SMILES: [O-2:1].[O-2:2].[O-2:3].[Cr+6:4].[C:5]([OH:9])([CH3:8])([CH3:7])[CH3:6]>>[C:5]([O:9][Cr:4]([O:3][C:5]([CH3:8])([CH3:7])[CH3:6])(=[O:2])=[O:1])([CH3:8])([CH3:7])[CH3:6] |f:0.1.2.3|. Reactants: [O-2].[O-2].[O-2].[Cr+6] (chromium trioxide), C(C)(C)(C)O (tert-butanol). Starting materials: CC(C)(NC(=O)OCc1ccccc1)c1ccc(C(=O)O)cc1, CN(C)C=O, ClCCl, O=S(Cl)Cl. Yields the product CC(C)(NC(=O)OCc1ccccc1)c1ccc(C(=O)Cl)cc1. Reaction SMILES: [CH2:10]([c:11]1[cH:12][cH:13][cH:14][cH:15][cH:16]1)[O:17][C:18](=[O:19])[NH:20][C:21]([CH3:22])([CH3:23])[c:24]1[cH:25][cH:26][c:27]([C:28](=[O:29])[OH:30])[cH:31][cH:32]1.[CH3:5][N:6]([CH3:7])[CH:8]=[O:9].[Cl:33][CH2:34][Cl:35].[S:1]([Cl:2])([Cl:3])=[O:4]>>[Cl:3][C:28]([c:27]1[cH:26][cH:25][c:24]([C:21]([NH:20][C:18]([O:17][CH2:10][c:11]2[cH:12][cH:13][cH:14][cH:15][cH:16]2)=[O:19])([CH3:22])[CH3:23])[cH:32][cH:31]1)=[O:29]. Starting materials: O=C([O-])[O-], CI, CC(C)=O, CCOC(=O)C1=CC2(CCC1S(=O)(=O)Nc1ccc(F)cc1Cl)OC(CO)C(CO)O2, [K+], [K+]. The product is CCOC(=O)C1=CC2(CCC1S(=O)(=O)N(C)c1ccc(F)cc1Cl)OC(CO)C(CO)O2. RXN SMILES: [C:34](=[O:35])([O-:36])[O-:37].[CH3:32][I:33].[CH3:40][C:41](=[O:42])[CH3:43].[Cl:1][c:2]1[c:3]([NH:9][S:10](=[O:11])(=[O:12])[CH:13]2[C:14]([C:27](=[O:28])[O:29][CH2:30][CH3:31])=[CH:15][C:16]3([O:17][CH:18]([CH2:23][OH:24])[CH:19]([CH2:21][OH:22])[O:20]3)[CH2:25][CH2:26]2)[cH:4][cH:5][c:6]([F:8])[cH:7]1.[K+:38].[K+:39]>>[Cl:1][c:2]1[c:3]([N:9]([S:10](=[O:11])(=[O:12])[CH:13]2[C:14]([C:27](=[O:28])[O:29][CH2:30][CH3:31])=[CH:15][C:16]3([O:17][CH:18]([CH2:23][OH:24])[CH:19]([CH2:21][OH:22])[O:20]3)[CH2:25][CH2:26]2)[CH3:34])[cH:4][cH:5][c:6]([F:8])[cH:7]1.